From a dataset of the Open Reaction Database (ORD), a public repository of structured organic reaction records. describe an organic reaction: reactants, conditions, products, and yield Starting materials: 2B, alcohol, C(C)O (ethanol), COC1=C(C=CC(=C1)OC)C1=NNC2=C(C=CC=C12)C(F)(F)F (3-(2,4-dimethoxyphenyl)-7-trifluoromethyl-1H-indazole), C(C=C)Br (Allyl bromide), C[Si](C)(C)[NH-].[Li+] (lithium(trimethylsilyl)amide). The solvent is C1(=CC=CC=C1)C (toluene), O1CCCC1 (tetrahydrofuran), CN(C=O)C (dimethylformamide), O1CCCC1 (tetrahydrofuran). Conditions: temperature -12.5 celsius, time 45 minute. The product is C(C=C)N1N=C(C2=CC=CC(=C12)C(F)(F)F)C1=C(C=C(C=C1)OC)OC (1-Allyl-3-(2,4-dimethoxyphenyl)-7-trifluoromethyl-1H-indazole). Reaction SMILES: C[Si]([NH-])(C)C.[Li+].[CH3:7][O:8][C:9]1[CH:14]=[C:13]([O:15][CH3:16])[CH:12]=[CH:11][C:10]=1[C:17]1[C:25]2[C:20](=[C:21]([C:26]([F:29])([F:28])[F:27])[CH:22]=[CH:23][CH:24]=2)[NH:19][N:18]=1.[CH2:30](Br)[CH:31]=[CH2:32].C(O)C>O1CCCC1.CN(C)C=O.C1(C)C=CC=CC=1>[CH2:32]([N:19]1[C:20]2[C:25](=[CH:24][CH:23]=[CH:22][C:21]=2[C:26]([F:29])([F:28])[F:27])[C:17]([C:10]2[CH:11]=[CH:12][C:13]([O:15][CH3:16])=[CH:14][C:9]=2[O:8][CH3:7])=[N:18]1)[CH:31]=[CH2:30] |f:0.1|. Procedure: Under an atmosphere of nitrogen, a 1.3 M tetrahydrofuran solution of lithium(trimethylsilyl)amide (1.26 L, 1.63 mol) was added to a cold (−15 to −10° C.) stirred solution of 3-(2,4-dimethoxyphenyl)-7-trifluoromethyl-1H-indazole (0.250 kg, 0.766 mol) in tetrahydrofuran (1.66 kg, 1.87 L) and dimethylformamide (0.227 kg, 0.240 L). The addition was carried out over 40-50 min and the temperature of the reaction mixture was maintained at −15 to −10° C. during the course of the addition. The reaction m... Reactants: CC(C)(C)N=C=O, Cl, Fc1ccc(C(OC2CNC2)c2ccc(Cl)cc2)c(C(F)(F)F)c1. The product is CC(C)(C)NC(=O)N1CC(OC(c2ccc(Cl)cc2)c2ccc(F)cc2C(F)(F)F)C1. RXN SMILES: [C:26]([CH3:27])([CH3:28])([CH3:29])[N:30]=[C:31]=[O:32].[ClH:1].[F:2][C:3]([c:4]1[c:5]([CH:6]([c:7]2[cH:8][cH:9][c:10]([Cl:13])[cH:11][cH:12]2)[O:14][CH:15]2[CH2:16][NH:17][CH2:18]2)[cH:19][cH:20][c:21]([F:23])[cH:22]1)([F:24])[F:25]>>[F:2][C:3]([c:4]1[c:5]([CH:6]([c:7]2[cH:8][cH:9][c:10]([Cl:13])[cH:11][cH:12]2)[O:14][CH:15]2[CH2:16][N:17]([C:31]([NH:30][C:26]([CH3:27])([CH3:28])[CH3:29])=[O:32])[CH2:18]2)[cH:19][cH:20][c:21]([F:23])[cH:22]1)([F:24])[F:25]. Starting materials: ClC1=C2C3=C(C(NC2=NC=C1)=O)C=CC=C3 (1-Chloro-5H-benzo[c][1,8]naphthyridin-6-one), ClC1=CC(=C(N)C=C1)F (4-chloro-2-fluoroaniline). Product: ClC1=CC(=C(C=C1)NC1=C2C3=C(C(NC2=NC=C1)=O)C=CC=C3)F (1-(4-Chloro-2-fluoro-phenylamino)-5H-benzo[c][1,8]naphthyridin-6-one). The yield is 79.4%. As a reaction SMILES: Cl[C:2]1[CH:11]=[CH:10][N:9]=[C:8]2[C:3]=1[C:4]1[CH:16]=[CH:15][CH:14]=[CH:13][C:5]=1[C:6](=[O:12])[NH:7]2.[Cl:17][C:18]1[CH:24]=[CH:23][C:21]([NH2:22])=[C:20]([F:25])[CH:19]=1>>[Cl:17][C:18]1[CH:24]=[CH:23][C:21]([NH:22][C:2]2[CH:11]=[CH:10][N:9]=[C:8]3[C:3]=2[C:4]2[CH:16]=[CH:15][CH:14]=[CH:13][C:5]=2[C:6](=[O:12])[NH:7]3)=[C:20]([F:25])[CH:19]=1. Procedure: The title compound was synthesized according to the procedure described for the preparation of Example 188 using Compound 83 (100 mg, 0.43 mmol) and 4-chloro-2-fluoroaniline (95 mg, 0.65 mmol) to provide 195 (116 mg, 79% yield) as a white solid. LC-MS (M+H=340, obsd.=340).